From a dataset of the Open Reaction Database (ORD), a public repository of structured organic reaction records. describe an organic reaction: reactants, conditions, products, and yield The reactants are C=CCOC(=O)Nc1ccc(-c2cc(=O)c3c(NC(=O)CCl)c(F)c(COC(=O)OCC=C)c(F)c3o2)cc1F, CNC, CN(C)C=O, CCN(C(C)C)C(C)C, Cl, O. Yields the product C=CCOC(=O)Nc1ccc(-c2cc(=O)c3c(NC(=O)CN(C)C)c(F)c(COC(=O)OCC=C)c(F)c3o2)cc1F. RXN SMILES: [CH2:1]([CH:2]=[CH2:3])[O:4][C:5](=[O:6])[NH:7][c:8]1[c:9]([F:40])[cH:10][c:11](-[c:14]2[o:15][c:16]3[c:17]([c:18](=[O:20])[cH:19]2)[c:21]([NH:35][C:36]([CH2:37][Cl:38])=[O:39])[c:22]([F:34])[c:23]([CH2:26][O:27][C:28](=[O:29])[O:30][CH2:31][CH:32]=[CH2:33])[c:24]3[F:25])[cH:12][cH:13]1.[CH3:42][NH:43][CH3:44].[CH3:55][N:56]([CH3:57])[CH:58]=[O:59].[CH:45]([N:46]([CH:47]([CH3:48])[CH3:49])[CH2:50][CH3:51])([CH3:52])[CH3:53].[ClH:41].[OH2:54]>>[CH2:1]([CH:2]=[CH2:3])[O:4][C:5](=[O:6])[NH:7][c:8]1[c:9]([F:40])[cH:10][c:11](-[c:14]2[o:15][c:16]3[c:17]([c:18](=[O:20])[cH:19]2)[c:21]([NH:35][C:36]([CH2:37][N:43]([CH3:42])[CH3:44])=[O:39])[c:22]([F:34])[c:23]([CH2:26][O:27][C:28](=[O:29])[O:30][CH2:31][CH:32]=[CH2:33])[c:24]3[F:25])[cH:12][cH:13]1. The reactants are FC1=CC=C(C=C1C1=CC=C(C=C1)C(C(C)C)(C=1N=CN(C1)C(C1=CC=CC=C1)(C1=CC=CC=C1)C1=CC=CC=C1)O)NC(C)=O (N-{6-fluoro-4′-[1-hydroxy-2-methyl-1-(1-trityl-1H-imidazol-4-yl)propyl][1,1′-biphenyl]-3-yl}acetamide), Cl.N1=CC=CC=C1 (pyridine hydrochloride). Product: FC1=CC=C(C=C1C1=CC=C(C=C1)C(C(C)C)(C=1N=CNC1)O)NC(C)=O (N-{6-fluoro-4′-[1-hydroxy-1-(1H-imidazol-4-yl)-2-methylpropyl][1,1′-biphenyl]-3-yl}acetamide). The yield is 50.6%. Reaction SMILES: [F:1][C:2]1[C:7]([C:8]2[CH:13]=[CH:12][C:11]([C:14]([OH:42])([C:18]3[N:19]=[CH:20][N:21](C(C4C=CC=CC=4)(C4C=CC=CC=4)C4C=CC=CC=4)[CH:22]=3)[CH:15]([CH3:17])[CH3:16])=[CH:10][CH:9]=2)=[CH:6][C:5]([NH:43][C:44](=[O:46])[CH3:45])=[CH:4][CH:3]=1.Cl.N1C=CC=CC=1>>[F:1][C:2]1[C:7]([C:8]2[CH:13]=[CH:12][C:11]([C:14]([OH:42])([C:18]3[N:19]=[CH:20][NH:21][CH:22]=3)[CH:15]([CH3:16])[CH3:17])=[CH:10][CH:9]=2)=[CH:6][C:5]([NH:43][C:44](=[O:46])[CH3:45])=[CH:4][CH:3]=1 |f:1.2|. Procedure details: By the reaction in the same manner as in Example 4-(iii) using N-{6-fluoro-4′-[1-hydroxy-2-methyl-1-(1-trityl-1H-imidazol-4-yl)propyl][1,1′-biphenyl]-3-yl}acetamide (820 mg) and pyridine hydrochloride (230 mg), the title compound (250 mg) was obtained as a colorless amorphous powder. Reactants: C(C)(C)(C)OC(N[C@@H]1C[C@H](C1)N)=O (Tert-butyl(trans-3-aminocyclobutyl)carbamate), ClC1=NC=CC=C1[N+](=O)[O-] (2-chloro-3-nitropyridine), C([O-])([O-])=O.[K+].[K+] (potassium carbonate). Solvent: CS(=O)C (dimethylsulfoxide). Conditions: temperature 110 celsius. The product is C(C)(C)(C)OC(N[C@@H]1C[C@H](C1)NC1=NC=CC=C1[N+](=O)[O-])=O (tert-butyl(trans-3-((3-nitropyridin-2-yl)amino)cyclobutyl)carbamate). Yield: 63.4%. As a reaction SMILES: [C:1]([O:5][C:6](=[O:13])[NH:7][C@H:8]1[CH2:11][C@H:10]([NH2:12])[CH2:9]1)([CH3:4])([CH3:3])[CH3:2].Cl[C:15]1[C:20]([N+:21]([O-:23])=[O:22])=[CH:19][CH:18]=[CH:17][N:16]=1.C(=O)([O-])[O-].[K+].[K+]>CS(C)=O>[C:1]([O:5][C:6](=[O:13])[NH:7][C@H:8]1[CH2:11][C@H:10]([NH:12][C:15]2[C:20]([N+:21]([O-:23])=[O:22])=[CH:19][CH:18]=[CH:17][N:16]=2)[CH2:9]1)([CH3:4])([CH3:2])[CH3:3] |f:2.3.4|. Procedure: Tert-butyl(trans-3-aminocyclobutyl)carbamate (1.38 g, 7.41 mmol), 2-chloro-3-nitropyridine (1.25 g, 7.88 mmol) and potassium carbonate (0.655 ml, 10.85 mmol) were combined in dry dimethylsulfoxide (20 mL) and heated at 110° C. After 2 hours the reaction was cooled and partitioned between ethyl acetate (300 mL) and water (300 mL). The organic was dried with magnesium sulfate and evaporated to dryness under reduced pressure. Purification using silica chromatography (dichloromethane to ethyl acetat... The reactants are NCCSCC=1SC=CN1 (2-[(2-aminoethyl)thiomethyl]thiazole), C(#N)C(=C(NC)SC)C#N (1,1-dicyano-2-methylthio-2-methylaminoethylene). The product is C(#N)C(=C(NCCSCC=1SC=CN1)NC)C#N (1,1-Dicyano-2-methylamino-2-[2-(2-thiazolylmethylthio)ethylamino]ethylene). As a reaction SMILES: [NH2:1][CH2:2][CH2:3][S:4][CH2:5][C:6]1[S:7][CH:8]=[CH:9][N:10]=1.[C:11]([C:13]([C:19]#[N:20])=[C:14](SC)[NH:15][CH3:16])#[N:12]>>[C:11]([C:13]([C:19]#[N:20])=[C:14]([NH:15][CH3:16])[NH:1][CH2:2][CH2:3][S:4][CH2:5][C:6]1[S:7][CH:8]=[CH:9][N:10]=1)#[N:12]. Procedure: By the procedure of Example 1(ii), reacting 2-[(2-aminoethyl)thiomethyl]thiazole with 1,1-dicyano-2-methylthio-2-methylaminoethylene gives the title compound. Reactants: COC(=O)C=1N=CC2=CC=CC(=C2C1O)OC1=CC=C(C=C1)F (5-(4-fluoro-phenoxy)-4-hydroxy-isoquinoline-3-carboxylic acid methyl ester), BrN1C(CCC1=O)=O (N-bromosuccinimide), 79Br 81Br. Yields the product COC(=O)C=1N=C(C2=CC=CC(=C2C1O)OC1=CC=C(C=C1)F)Br (1-Bromo-5-(4-fluoro-phenoxy)-4-hydroxy-isoquinoline-3-carboxylic acid methyl ester). RXN SMILES: [CH3:1][O:2][C:3]([C:5]1[N:6]=[CH:7][C:8]2[C:13]([C:14]=1[OH:15])=[C:12]([O:16][C:17]1[CH:22]=[CH:21][C:20]([F:23])=[CH:19][CH:18]=1)[CH:11]=[CH:10][CH:9]=2)=[O:4].[Br:24]N1C(=O)CCC1=O>>[CH3:1][O:2][C:3]([C:5]1[N:6]=[C:7]([Br:24])[C:8]2[C:13]([C:14]=1[OH:15])=[C:12]([O:16][C:17]1[CH:22]=[CH:21][C:20]([F:23])=[CH:19][CH:18]=1)[CH:11]=[CH:10][CH:9]=2)=[O:4]. Reported procedure: The title compound was synthesized from 5-(4-fluoro-phenoxy)-4-hydroxy-isoquinoline-3-carboxylic acid methyl ester and N-bromosuccinimide in analogy to example 18e; MS-(+)-ion: M+1, 79Br/81Br=392.4 and 394.3.